This data is from the Open Reaction Database (ORD), a public repository of structured organic reaction records. The task is: describe an organic reaction: reactants, conditions, products, and yield The reactants are OC(C1=CC2=C(N(C(N(C2=O)C)=O)CC(C)C)S1)C1=CC(=CC=C1)F (6-(1-hydroxy-(3-fluorophenyl)methyl)-3-methyl-1-(2-methylpropyl)thieno[2,3-d]pyrimidine-2,4-(1H, 3H)-dione), [OH-].[Na+] (sodium hydroxide). The solvent is FC(C(=O)O)(F)F (trifluoroacetic acid). Product: FC=1C=C(C=CC1)CC1=CC2=C(N(C(N(C2=O)C)=O)CC(C)C)S1 (6-[(3-Fluorophenyl)methyl]-3-methyl-1-(2-methylpropyl)thieno[2,3-d]pyrimidine-2,4-(1H, 3H)-dione). The yield is 9.0%. Reaction SMILES: O[CH:2]([C:19]1[CH:24]=[CH:23][CH:22]=[C:21]([F:25])[CH:20]=1)[C:3]1[S:18][C:6]2[N:7]([CH2:14][CH:15]([CH3:17])[CH3:16])[C:8](=[O:13])[N:9]([CH3:12])[C:10](=[O:11])[C:5]=2[CH:4]=1.[OH-].[Na+]>FC(F)(F)C(O)=O>[F:25][C:21]1[CH:20]=[C:19]([CH2:2][C:3]2[S:18][C:6]3[N:7]([CH2:14][CH:15]([CH3:16])[CH3:17])[C:8](=[O:13])[N:9]([CH3:12])[C:10](=[O:11])[C:5]=3[CH:4]=2)[CH:24]=[CH:23][CH:22]=1 |f:1.2|. Procedure: To a solution of 6-(1-hydroxy-(3-fluorophenyl)methyl)-3-methyl-1-(2-methylpropyl)thieno[2,3-d]pyrimidine-2,4-(1H, 3H)-dione (Example 51) (957 mg) in trifluoroacetic acid (7 ml) was added then poured onto 10% sodium hydroxide and extracted with ethyl acetate. The organic was then poured onto 10% sodium hydroxide and extracted with ethyl acetate. The organic layer was dried over magnesium sulfate and then concentrated in vacuo to a viscous oil. The oil was purified by normal phase HPLC to give the... Starting materials: BrC=1C=C(C=CC1)/C=C/C1=NC2=CC(=CC=C2C=C1)Cl ((E)-2-[2-(3-bromophenyl)vinyl]-7-chloroquinoline), C(=O)C1=C(C=CC=C1)B(O)O (2-formyl benzeneboronic acid). Yields the product ClC1=CC=C2C=CC(=NC2=C1)/C=C/C=1C=C(C=CC1)C1=C(C=O)C=CC=C1 ((E)-2-{3-[2-(7-chloro-2-quinolyl)vinyl]phenyl}benzaldehyde). RXN SMILES: Br[C:2]1[CH:3]=[C:4](/[CH:8]=[CH:9]/[C:10]2[CH:19]=[CH:18][C:17]3[C:12](=[CH:13][C:14]([Cl:20])=[CH:15][CH:16]=3)[N:11]=2)[CH:5]=[CH:6][CH:7]=1.[CH:21]([C:23]1[CH:28]=[CH:27][CH:26]=[CH:25][C:24]=1B(O)O)=[O:22]>>[Cl:20][C:14]1[CH:13]=[C:12]2[C:17]([CH:18]=[CH:19][C:10](/[CH:9]=[CH:8]/[C:4]3[CH:3]=[C:2]([C:24]4[CH:25]=[CH:26][CH:27]=[CH:28][C:23]=4[CH:21]=[O:22])[CH:7]=[CH:6][CH:5]=3)=[N:11]2)=[CH:16][CH:15]=1. Procedure: Prepared as described in Example 1 (step 1) from (E)-2-[2-(3-bromophenyl)vinyl]-7-chloroquinoline (prepared as described Example 8 (step 6), from 3-bromobenzaldehyde) and 2-formyl benzeneboronic acid (1.5 eq.). Title compound was purified by swish (Hex: CH2Cl2). 1H NMR (CDCl3) δ 7.3-7.6 (6H, m), 7.6-7.8 (6H, m), 8.0-8.1 (3H, m), 10.03 (1H, d). The reactants are C(=O)(OCC1=CC=CC=C1)NC=1SC(=C(N1)C(C(=O)O)=NOC)F (2-(2-carbobenzoxyamino-5-fluoro-4-thiazolyl)-2-methoxyiminoacetic acid), C1(=CC=CC=C1)C(C1=CC=CC=C1)OC(=O)C1=CCS[C@H]2N1C([C@H]2N)=O (7β-amino-3-cephem-4-carboxylic acid diphenylmethyl ester), C1(CCCCC1)N=C=NC1CCCCC1 (dicyclohexylcarbodiimide). The solvent is ClCCl (dichloromethane). Run at temperature 23 celsius, time 60 minute. Yields the product C1(=CC=CC=C1)C(C1=CC=CC=C1)OC(=O)C1=CCS[C@H]2N1C([C@H]2NC(C(=NOC)C=2N=C(SC2F)NC(=O)OCC2=CC=CC=C2)=O)=O (7β-[2-(2-carbobenzoxyamino-5-fluoro-4-thiazolyl)-2-methoxyiminoacetamido]-3-cephem-4-carboxylic acid diphenylmethyl ester). Isolated yield 70.9%. As a reaction SMILES: [C:1]([NH:11][C:12]1[S:13][C:14]([F:24])=[C:15]([C:17](=[N:21][O:22][CH3:23])[C:18]([OH:20])=O)[N:16]=1)([O:3][CH2:4][C:5]1[CH:10]=[CH:9][CH:8]=[CH:7][CH:6]=1)=[O:2].[C:25]1([CH:31]([O:38][C:39]([C:41]2[N:46]3[C:47](=[O:50])[C@@H:48]([NH2:49])[C@H:45]3[S:44][CH2:43][CH:42]=2)=[O:40])[C:32]2[CH:37]=[CH:36][CH:35]=[CH:34][CH:33]=2)[CH:30]=[CH:29][CH:28]=[CH:27][CH:26]=1.C1(N=C=NC2CCCCC2)CCCCC1>ClCCl>[C:25]1([CH:31]([O:38][C:39]([C:41]2[N:46]3[C:47](=[O:50])[C@@H:48]([NH:49][C:18](=[O:20])[C:17]([C:15]4[N:16]=[C:12]([NH:11][C:1]([O:3][CH2:4][C:5]5[CH:6]=[CH:7][CH:8]=[CH:9][CH:10]=5)=[O:2])[S:13][C:14]=4[F:24])=[N:21][O:22][CH3:23])[C@H:45]3[S:44][CH2:43][CH:42]=2)=[O:40])[C:32]2[CH:33]=[CH:34][CH:35]=[CH:36][CH:37]=2)[CH:30]=[CH:29][CH:28]=[CH:27][CH:26]=1. Procedure: To a solution of 2-(2-carbobenzoxyamino-5-fluoro-4-thiazolyl)-2-methoxyiminoacetic acid (207 mg) and 7β-amino-3-cephem-4-carboxylic acid diphenylmethyl ester (207 mg) in dichloromethane (20 ml) is added dicyclohexylcarbodiimide (142 mg), and the mixture is stirred at 23° C. for 60 minutes and concentrated to remove dichloromethane. The residue is dissolved in ethyl acetate, filtered to remove solid material, and concentrated under reduced pressure. The resultant product is purified by silica gel... Reactants: N(=O)OC(C)(C)C (tert-butyl nitrite), NC1=C(C(=NN1C1=C(C=C(C=C1Cl)C(F)(F)F)Cl)C(F)(F)F)C#N (5-amino-4-cyano-1-(2,6-dichloro-4-trifluoromethylphenyl)-3-trifluoromethylpyrazole), N(=O)OC(C)(C)C (tert-butyl nitrite). Run in O1CCCC1 (tetrahydrofuran), O1CCCC1 (tetrahydrofuran). Product: C(#N)C=1C(=NN(C1)C1=C(C=C(C=C1Cl)C(F)(F)F)Cl)C(F)(F)F (4-cyano-1-(2,6-dichloro-4-trifluoromethylphenyl)-3-trifluoromethylpyrazole). RXN SMILES: N[C:2]1[N:6]([C:7]2[C:12]([Cl:13])=[CH:11][C:10]([C:14]([F:17])([F:16])[F:15])=[CH:9][C:8]=2[Cl:18])[N:5]=[C:4]([C:19]([F:22])([F:21])[F:20])[C:3]=1[C:23]#[N:24].N(OC(C)(C)C)=O>O1CCCC1>[C:23]([C:3]1[C:4]([C:19]([F:22])([F:20])[F:21])=[N:5][N:6]([C:7]2[C:8]([Cl:18])=[CH:9][C:10]([C:14]([F:16])([F:17])[F:15])=[CH:11][C:12]=2[Cl:13])[CH:2]=1)#[N:24]. Reported procedure: To a solution of 5-amino-4-cyano-1-(2,6-dichloro-4-trifluoromethylphenyl)-3-trifluoromethylpyrazole (2.33 g) in dry tetrahydrofuran (30 ml) was added with stirring at room temperature, a solution of tert-butyl nitrite (1.36 ml) in dry tetrahydrofuran (5 ml) during 2 minutes. The solution was then heated under reflux for 1 hour and cooled, and additional tert-butyl nitrite (2.72 ml) was added. The solution was heated under reflux for 30 minutes, and left to cool overnight. Evaporation in vacuo ga... Reactants: [H-].C(C(C)C)[Al+]CC(C)C (Diisobutylaluminum hydride), CC=1C=C(C=C(C1)NC1=NC=CC(=N1)C(F)(F)F)C1=CN=C(S1)C1(CCC2(OCCO2)CC1)C#N (8-[5-(3-methyl-5-{[4-(trifluoromethyl)pyrimidin-2-yl]amino}phenyl)-1,3-thiazol-2-yl]-1,4-dioxaspiro[4.5]decane-8-carbonitrile), CC(C)C[AlH]CC(C)C (DIBAL). Run at temperature -10 celsius, time 1 hour. Product: NCC1(CCC2(OCCO2)CC1)C=1SC(=CN1)C=1C=C(C=C(C1)C)NC1=NC=CC(=N1)C(F)(F)F (N-(3-{2-[8-(aminomethyl)-1,4-dioxaspiro[4.5]dec-8-yl]-1,3-thiazol-5-yl}-5-methylphenyl)-4-(trifluoromethyl)pyrimidin-2-amine). Isolated yield 38.6%. As a reaction SMILES: [H-].C([Al+]CC(C)C)C(C)C.[CH3:11][C:12]1[CH:13]=[C:14]([C:29]2[S:33][C:32]([C:34]3([C:44]#[N:45])[CH2:43][CH2:42][C:37]4([O:41][CH2:40][CH2:39][O:38]4)[CH2:36][CH2:35]3)=[N:31][CH:30]=2)[CH:15]=[C:16]([NH:18][C:19]2[N:24]=[C:23]([C:25]([F:28])([F:27])[F:26])[CH:22]=[CH:21][N:20]=2)[CH:17]=1.CC(C[AlH]CC(C)C)C>>[NH2:45][CH2:44][C:34]1([C:32]2[S:33][C:29]([C:14]3[CH:15]=[C:16]([NH:18][C:19]4[N:24]=[C:23]([C:25]([F:26])([F:28])[F:27])[CH:22]=[CH:21][N:20]=4)[CH:17]=[C:12]([CH3:11])[CH:13]=3)=[CH:30][N:31]=2)[CH2:43][CH2:42][C:37]2([O:38][CH2:39][CH2:40][O:41]2)[CH2:36][CH2:35]1 |f:0.1|. Procedure details: Diisobutylaluminum hydride (1M in Hexanes, 0.239 ml, 0.239 mmol, 1.2 equiv) was added to a solution of 8-[5-(3-methyl-5-{[4-(trifluoromethyl)pyrimidin-2-yl]amino}phenyl)-1,3-thiazol-2-yl]-1,4-dioxaspiro[4.5]decane-8-carbonitrile (100 mg, 0.20 mmol) at −10° C. and the resulting cloudy mixture was stirred at −10° C. for 1 h. A second addition of DIBAL (1M in Hexanes, 0.239 ml, 0.239 mmol, 1.2 equiv) was made at −10° C. and the reaction was allowed to slowly warm to 23° C. and then stir for 4 days.... Reactants: Cl.OC=1C(C=C(N(C1)CC(F)(F)F)C)=O (5-Hydroxy-2-methyl-1-(2,2,2-trifluoroethyl)pyridin-4(1H)-one hydrochloride), CN(CN(C)C)C (N,N,N′,N′-tetramethylmethanediamine). The solvent is C(C)O (ethanol). Conditions: temperature 80 celsius. Yields the product CN(C)CC=1N(C(=CC(C1O)=O)C)CC(F)(F)F (2-[(dimethylamino)methyl]-3-hydroxy-6-methyl-1-(2,2,2-trifluoroethyl)pyridin-4(1H)-one). The yield is 70.0%. As a reaction SMILES: Cl.[OH:2][C:3]1[C:4](=[O:15])[CH:5]=[C:6]([CH3:14])[N:7]([CH2:9][C:10]([F:13])([F:12])[F:11])[CH:8]=1.[CH3:16][N:17]([CH3:22])[CH2:18]N(C)C>C(O)C>[CH3:16][N:17]([CH2:22][C:8]1[N:7]([CH2:9][C:10]([F:11])([F:12])[F:13])[C:6]([CH3:14])=[CH:5][C:4](=[O:15])[C:3]=1[OH:2])[CH3:18] |f:0.1|. Reported procedure: 5-Hydroxy-2-methyl-1-(2,2,2-trifluoroethyl)pyridin-4(1H)-one hydrochloride (415 mg, 1.7 mmol) was mixed with N,N,N′,N′-tetramethylmethanediamine (4 mL) in ethanol (10 mL) and heated at 80° C. for 21 hours. The reaction mixture was concentrated by rotary evaporator and the residue was triturated with water to give 2-[(dimethylamino)methyl]-3-hydroxy-6-methyl-1-(2,2,2-trifluoroethyl)pyridin-4(1H)-one (315 mg) as white solid. Yield=70%; 1H NMR (DMSO-D6+D2O, 90 MHz) δ (ppm): 6.20 (s, 1H), 5.15 (q, J... Reactants: [H][H] (hydrogen), product, O (water), C1(=CC=CC=C1)C(=CCCCCC)C1=CC=CC=C1 (1,1-diphenyl-1-heptene). Reagents/catalysts: [Pd] (Pd-C). The solvent is O1CCCC1 (tetrahydrofuran). Yields the product C1(=CC=CC=C1)C(CCCCCC)C1=CC=CC=C1 (1,1-diphenyl heptane). The yield is 78.4%. As a reaction SMILES: O.[C:2]1([C:8]([C:15]2[CH:20]=[CH:19][CH:18]=[CH:17][CH:16]=2)=[CH:9][CH2:10][CH2:11][CH2:12][CH2:13][CH3:14])[CH:7]=[CH:6][CH:5]=[CH:4][CH:3]=1.[H][H]>[Pd].O1CCCC1>[C:2]1([CH:8]([C:15]2[CH:16]=[CH:17][CH:18]=[CH:19][CH:20]=2)[CH2:9][CH2:10][CH2:11][CH2:12][CH2:13][CH3:14])[CH:7]=[CH:6][CH:5]=[CH:4][CH:3]=1. Procedure details: In a 100-milliliter three-necked flask equipped with a stirring device and a nitrogen substituting device, 1.2 g of a Pd-C catalyst (a 5% product, containing 55.9% of water) and a solution of 12.4 g of 1,1-diphenyl-1-heptene in 50 milliliters of tetrahydrofuran were introduced, and contacted with hydrogen gas at a normal pressure with stirring. After hydrogen absorption was stopped, the catalyst was filtered off and the solution was concentrated. Thereafter, by carrying out a distillation under ...